This data is from the Open Reaction Database (ORD), a public repository of structured organic reaction records. The task is: describe an organic reaction: reactants, conditions, products, and yield The reactants are O=C(O)C1Cc2c([nH]c3ccccc23)CN1, BrCC=Cc1ccccc1, CCO, CS(C)=O, [Na+], [OH-], S=C=S. Product: O=C(O)C1Cc2c([nH]c3ccccc23)CN1C(=S)SCC=Cc1ccccc1. RXN SMILES: [CH2:1]1[NH:2][CH:3]([C:14](=[O:15])[OH:16])[CH2:4][c:5]2[c:6]3[cH:7][cH:8][cH:9][cH:10][c:11]3[nH:12][c:13]21.[CH2:22]([CH:23]=[CH:24][c:25]1[cH:26][cH:27][cH:28][cH:29][cH:30]1)[Br:31].[CH3:32][CH2:33][OH:34].[CH3:35][S:36]([CH3:37])=[O:38].[Na+:18].[OH-:17].[S:19]=[C:20]=[S:21]>>[CH2:1]1[N:2]([C:20]([S:19][CH2:22][CH:23]=[CH:24][c:25]2[cH:26][cH:27][cH:28][cH:29][cH:30]2)=[S:21])[CH:3]([C:14](=[O:15])[OH:16])[CH2:4][c:5]2[c:6]3[cH:7][cH:8][cH:9][cH:10][c:11]3[nH:12][c:13]21. Reactants: [C-]#N, CC(=O)Nc1nc(CCc2ccc(CCl)cc2)cs1, [Na+], CN(C)C=O, O. The product is CC(=O)Nc1nc(CCc2ccc(CC#N)cc2)cs1. Reaction SMILES: [C-:1]#[N:2].[Cl:5][CH2:6][c:7]1[cH:8][cH:9][c:10]([CH2:13][CH2:14][c:15]2[n:16][c:17]([NH:20][C:21]([CH3:22])=[O:23])[s:18][cH:19]2)[cH:11][cH:12]1.[Na+:3].[O:24]=[CH:25][N:26]([CH3:27])[CH3:28].[OH2:4]>>[C:1](#[N:2])[CH2:6][c:7]1[cH:8][cH:9][c:10]([CH2:13][CH2:14][c:15]2[n:16][c:17]([NH:20][C:21]([CH3:22])=[O:23])[s:18][cH:19]2)[cH:11][cH:12]1. The reactants are CN(C=CC(=O)C1=NN(C=CC1=O)C1=CC(=CC=C1)C)C (3-[3-(dimethylamino)prop-2-enoyl]-1-(3-methylphenyl)pyridazin-4(1H)-one), C1(=CC=CC=C1)NN (phenylhydrazine). The solvent is CO (methanol). The product is CC=1C=C(C=CC1)N1N=C(C(C=C1)=O)C1=CC=NN1C1=CC=CC=C1 (1-(3-methylphenyl)-3-(1-phenyl-1H-pyrazol-5-yl)pyridazin-4(1H)-one). The yield is 7.3%. Reaction SMILES: C[N:2](C)[CH:3]=[CH:4][C:5]([C:7]1[C:12](=[O:13])[CH:11]=[CH:10][N:9]([C:14]2[CH:19]=[CH:18][CH:17]=[C:16]([CH3:20])[CH:15]=2)[N:8]=1)=O.[C:22]1([NH:28]N)[CH:27]=[CH:26][CH:25]=[CH:24][CH:23]=1>CO>[CH3:20][C:16]1[CH:15]=[C:14]([N:9]2[CH:10]=[CH:11][C:12](=[O:13])[C:7]([C:5]3[N:28]([C:22]4[CH:27]=[CH:26][CH:25]=[CH:24][CH:23]=4)[N:2]=[CH:3][CH:4]=3)=[N:8]2)[CH:19]=[CH:18][CH:17]=1. Reported procedure: To a solution of 3-[3-(dimethylamino)prop-2-enoyl]-1-(3-methylphenyl)pyridazin-4(1H)-one (crude, 650 mg, 2.29 mmol) in 20 mL of methanol was added phenylhydrazine (370 mg, 3.44 mmol). The mixture was refluxed for 4 h and concentrated. The residue was dissolved in dichloromethane (20 mL), washed with 1N HCl aqueous solution and brine, dried over Na2SO4, and concentrated under reduced pressure. The residue was purified by prep-HPLC to give 1-(3-methylphenyl)-3-(1-phenyl-1H-pyrazol-5-yl)pyridazin-4...